From a dataset of the Open Reaction Database (ORD), a public repository of structured organic reaction records. describe an organic reaction: reactants, conditions, products, and yield Reactants: S(=O)(=O)(O)O.[Na+].S(=O)(=O)([O-])[O-].S(=O)(=O)(O)O.[Na+] (sodium sesqui sulfate), S(=O)(=O)([O-])[O-].[Na+].[Na+] (sodium sulfate). Yields the product S(=O)(=O)([O-])[O-].[Na+].[Na+] (sodium sulfate), OS(=O)(=O)O (H2SO4). Reaction SMILES: [S:1]([OH:5])([OH:4])(=[O:3])=[O:2].[Na+:6].[S:7]([O-:11])([O-:10])(=[O:9])=[O:8].S(O)(O)(=O)=O.[Na+].S([O-])([O-])(=O)=O.[Na+].[Na+]>>[S:1]([O-:5])([O-:4])(=[O:3])=[O:2].[Na+:6].[Na+:6].[OH:10][S:7]([OH:11])(=[O:9])=[O:8] |f:0.1.2.3.4,5.6.7,8.9.10|. Procedure details: Referring to FIG. 1, sodium chlorate, sulfuric acid and methanol are supplied to a chlorine dioxide generator 1, preferably operated according to any of the SVP®-lite or the R8 processes. In the generator 1 an acid aqueous reaction medium containing sodium ions, sulfate ions and chlorate ions is maintained at subatmospheric pressure at a temperature sufficient to effect boiling. Chlorate ions are reduced by methanol to form chlorine dioxide gas which is withdrawn together with evaporated water. ...